This data is from the Open Reaction Database (ORD), a public repository of structured organic reaction records. The task is: describe an organic reaction: reactants, conditions, products, and yield The reactants are CCOC(C)=O, CC(=O)O, [Fe], O=[N+]([O-])c1ccccc1Nc1ccc2c(c1)OCO2, O. Product: Nc1ccccc1Nc1ccc2c(c1)OCO2. Reaction SMILES: [CH3:20][CH2:21][O:22][C:23](=[O:24])[CH3:25].[CH3:28][C:29](=[O:30])[OH:31].[Fe:27].[N+:1]([O-:2])(=[O:3])[c:4]1[c:5]([NH:10][c:11]2[cH:12][c:13]3[c:14]([cH:18][cH:19]2)[O:15][CH2:16][O:17]3)[cH:6][cH:7][cH:8][cH:9]1.[OH2:26]>>[NH2:1][c:4]1[c:5]([NH:10][c:11]2[cH:12][c:13]3[c:14]([cH:18][cH:19]2)[O:15][CH2:16][O:17]3)[cH:6][cH:7][cH:8][cH:9]1. Reactants: CC(C)=O, COc1cnc(C(=O)Cl)c2c1C(=O)N(Cc1ccc(F)cc1)CC2, [N-]=[N+]=[N-], [Na+], O. The product is COc1cnc(C(=O)N=[N+]=[N-])c2c1C(=O)N(Cc1ccc(F)cc1)CC2. Reaction SMILES: [CH3:30][C:31](=[O:32])[CH3:33].[F:5][c:6]1[cH:7][cH:8][c:9]([CH2:10][N:11]2[C:12](=[O:26])[c:13]3[c:14]([O:24][CH3:25])[cH:15][n:16][c:17]([C:21](=[O:22])[Cl:23])[c:18]3[CH2:19][CH2:20]2)[cH:27][cH:28]1.[N-:2]=[N+:3]=[N-:4].[Na+:1].[OH2:29]>>[N:2](=[N+:3]=[N-:4])[C:21]([c:17]1[n:16][cH:15][c:14]([O:24][CH3:25])[c:13]2[c:18]1[CH2:19][CH2:20][N:11]([CH2:10][c:9]1[cH:8][cH:7][c:6]([F:5])[cH:28][cH:27]1)[C:12]2=[O:26])=[O:22]. Starting materials: C(C)OC(=O)NC1=C(N=NS1)C(=O)O (5-Ethoxycarbonylamino-1,2,3-thiadiazole-4-carboxylic Acid), resultant mixture, ClC(=O)OCC (ethyl chloroformate), [S-]C#N.[Na+] (sodium thiocyanate), [N+](=[N-])=CC(=O)OCC (ethyl diazoacetate), Cl (hydrochloric acid). The solvent is C(C)#N (acetonitrile), C(C)#N (acetonitrile). Reaction conditions: temperature 19 celsius, time 24 hour. Yields the product C(C)OC1=C(N=NS1N=C=O)C(=O)OCC (ethyl 5-ethoxy-carbonylamino-1,2,3-thiadiazole-4-carboxylate). Reaction SMILES: C(O[C:4]([NH:6]C1SN=NC=1C(O)=O)=[O:5])C.[S-:15]C#N.[Na+].Cl[C:20]([O:22][CH2:23][CH3:24])=[O:21].[N+:25](=[CH:27][C:28]([O:30][CH2:31][CH3:32])=O)=[N-:26].Cl>C(#N)C>[CH2:31]([O:30][C:28]1[SH:15]([N:6]=[C:4]=[O:5])[N:26]=[N:25][C:27]=1[C:20]([O:22][CH2:23][CH3:24])=[O:21])[CH3:32] |f:1.2|. Procedure details: 5-Ethoxycarbonylamino-1,2,3-thiadiazole-4-carboxylic Acid. A suspension of sodium thiocyanate (24.30 g, 0.30 mole) in acetonitrile (120 ml), maintained at 19° C., was treated dropwise over 22 minutes with a solution of ethyl chloroformate (28.7 ml, 0.30 mole) in acetonitrile (25 ml). The resultant mixture was stirred for 25 minutes at 20° C. and then ethyl diazoacetate (31.5 ml, 0.30 mole) was added. After stirring for 24 hours, 6.0 N hydrochloric acid (300 ml) was added with cooling. Acetonitri... Starting materials: CCOC(=O)C(C)(CCCc1ccccc1)Cc1ccc(OCCOC2CCCCO2)cc1, O, Cc1ccc(S(=O)(=O)O)cc1. The product is CCOC(=O)C(C)(CCCc1ccccc1)Cc1ccc(OCCO)cc1. As a reaction SMILES: [CH3:1][C:2]([C:3](=[O:4])[O:5][CH2:6][CH3:7])([CH2:8][c:9]1[cH:10][cH:11][c:12]([O:15][CH2:16][CH2:17][O:18][CH:19]2[CH2:20][CH2:21][CH2:22][CH2:23][O:24]2)[cH:13][cH:14]1)[CH2:25][CH2:26][CH2:27][c:28]1[cH:29][cH:30][cH:31][cH:32][cH:33]1.[OH2:34].[c:35]1([CH3:36])[cH:37][cH:38][c:39]([S:40]([OH:41])(=[O:42])=[O:43])[cH:44][cH:45]1>>[CH3:1][C:2]([C:3](=[O:4])[O:5][CH2:6][CH3:7])([CH2:8][c:9]1[cH:10][cH:11][c:12]([O:15][CH2:16][CH2:17][OH:18])[cH:13][cH:14]1)[CH2:25][CH2:26][CH2:27][c:28]1[cH:29][cH:30][cH:31][cH:32][cH:33]1. Procedure details: FmocGly/AllocGly beads were standard Fmoc deprotected with 20% piperidine in DMF leaving the Alloc glycine untouched. Then standard TBTU coupling of the photolinker (4-[(1-Fmoc-aminoethyl)-2-methoxy-5-nitrophenoxy]butanoic acid) (3 eq) to the deprotected glycine (1 eq=0.48 mmol). After coupling, the beads were washed with DMF and DCM and lyophilized. Product: C(=O)(OCC1C2=CC=CC=C2C2=CC=CC=C12)NCC(=O)O (Fmoc-Glycine). The reactants are C(=O)(OCC1C2=CC=CC=C2C2=CC=CC=C12)C(CN)C=1C(=C(OCCCC(=O)O)C=C(C1)[N+](=O)[O-])OC (4-[(1-Fmoc-aminoethyl)-2-methoxy-5-nitrophenoxy]butanoic acid), N(CC(=O)O)C(=O)OCC1C2=CC=CC=C2C2=CC=CC=C12.N(CC(=O)O)C(=O)OCC=C (FmocGly AllocGly), CN(C)C(=[N+](C)C)ON1C2=C(C=CC=C2)N=N1.[B-](F)(F)(F)F (TBTU), N1CCCCC1 (piperidine), Alloc glycine, NCC(=O)O (glycine). Solvent: CN(C)C=O (DMF). RXN SMILES: [NH:1]([C:6]([O:8][CH2:9][CH:10]1[C:22]2[C:17](=[CH:18][CH:19]=[CH:20][CH:21]=2)[C:16]2[C:11]1=[CH:12][CH:13]=[CH:14][CH:15]=2)=[O:7])[CH2:2][C:3]([OH:5])=[O:4].N(C(OCC=C)=O)CC(O)=O.N1CCCCC1.CN(C(ON1N=NC2C=CC=CC1=2)=[N+](C)C)C.[B-](F)(F)(F)F.C(C(C1C(OC)=C(C=C([N+]([O-])=O)C=1)OCCCC(O)=O)CN)(OCC1C2C(=CC=CC=2)C2C1=CC=CC=2)=O.NCC(O)=O>CN(C=O)C>[C:6]([NH:1][CH2:2][C:3]([OH:5])=[O:4])([O:8][CH2:9][CH:10]1[C:11]2[C:16](=[CH:15][CH:14]=[CH:13][CH:12]=2)[C:17]2[C:22]1=[CH:21][CH:20]=[CH:19][CH:18]=2)=[O:7] |f:0.1,3.4|. The reactants are CCCCCC1CCC(C(=O)O)CC1, CN(C)c1ccncc1, C(=NC1CCCCC1)=NC1CCCCC1, ClCCl, CCCCCCCCOc1ccc(-c2ncc(O)cc2F)cc1. The product is CCCCCCCCOc1ccc(-c2ncc(OC(=O)C3CCC(CCCCC)CC3)cc2F)cc1. As a reaction SMILES: [CH2:39]([CH2:40][CH2:41][CH2:42][CH3:43])[CH:44]1[CH2:45][CH2:46][CH:47]([C:50](=[O:51])[OH:52])[CH2:48][CH2:49]1.[CH3:53][N:54]([c:55]1[cH:56][cH:57][n:58][cH:59][cH:60]1)[CH3:61].[CH:24]1([N:25]=[C:26]=[N:27][CH:28]2[CH2:29][CH2:30][CH2:31][CH2:32][CH2:33]2)[CH2:34][CH2:35][CH2:36][CH2:37][CH2:38]1.[Cl:62][CH2:63][Cl:64].[F:1][c:2]1[c:3](-[c:9]2[cH:10][cH:11][c:12]([O:15][CH2:16][CH2:17][CH2:18][CH2:19][CH2:20][CH2:21][CH2:22][CH3:23])[cH:13][cH:14]2)[n:4][cH:5][c:6]([OH:8])[cH:7]1>>[F:1][c:2]1[c:3](-[c:9]2[cH:10][cH:11][c:12]([O:15][CH2:16][CH2:17][CH2:18][CH2:19][CH2:20][CH2:21][CH2:22][CH3:23])[cH:13][cH:14]2)[n:4][cH:5][c:6]([O:8][C:50]([CH:47]2[CH2:46][CH2:45][CH:44]([CH2:39][CH2:40][CH2:41][CH2:42][CH3:43])[CH2:49][CH2:48]2)=[O:51])[cH:7]1. Starting materials: 25, ClC(C#N)C (2-chloropropanenitrile), Cl.FC1=CC=C(C=C1)C(=O)C1CCNCC1 ((4-fluorophenyl)(4-piperidinyl)methanone hydrochloride), C([O-])([O-])=O.[Na+].[Na+] (sodium carbonate), C(C)#N (acetonitrile). Run in O (water). Reaction conditions: temperature 100 celsius. The product is 17, FC1=CC=C(C(=O)C2CCN(CC2)C(C#N)C)C=C1 (4-(4-fluorobenzoyl)-α-methyl-1-piperidineacetonitrile). RXN SMILES: Cl[CH:2]([CH3:5])[C:3]#[N:4].Cl.[F:7][C:8]1[CH:13]=[CH:12][C:11]([C:14]([CH:16]2[CH2:21][CH2:20][NH:19][CH2:18][CH2:17]2)=[O:15])=[CH:10][CH:9]=1.C(=O)([O-])[O-].[Na+].[Na+].C(#N)C>O>[F:7][C:8]1[CH:13]=[CH:12][C:11]([C:14]([CH:16]2[CH2:21][CH2:20][N:19]([CH:2]([CH3:5])[C:3]#[N:4])[CH2:18][CH2:17]2)=[O:15])=[CH:10][CH:9]=1 |f:1.2,3.4.5|. Procedure details: A mixture of 25 parts of 2-chloropropanenitrile, 61 parts of (4-fluorophenyl)(4-piperidinyl)methanone hydrochloride, 63 parts of sodium carbonate and 160 parts of acetonitrile is stirred and refluxed (100° C.) overnight. The reaction mixture is cooled, water is added and the layers are separated. The aqueous phase is extracted with 4-methyl-2-pentanone. The combined organic phases are dried, filtered and evaporated. The residue is purified by column-chromatography over silica gel using a mixture... Reactants: FC1=CC=C(C=C1)CN1C(=NC2=C1C=CC=C2)CC2CCN(CC2)CCNC=2C(=CC=CC2)N (N1 -[2-[4-[[1-[(4-fluorophenyl)methyl]-1H-benzimidazol-2-yl]methyl]-1-piperidinyl]ethyl]-1,2-benzenediamine), C(=S)(N1C=NC=C1)N1C=NC=C1 (1,1'-thiocarbonylbis[1H-imidazole]). Run in O1CCCC1 (tetrahydrofuran). The product is FC1=CC=C(C=C1)CN1C(=NC2=C1C=CC=C2)CC2CCN(CC2)CCN2C(NC1=C2C=CC=C1)=S (1-[2-[4-[[1-[(4-fluorophenyl)methyl]-1H- benzimidazol-2-yl]methyl]-1-piperidinyl]ethyl]-1,3-dihydro-2H-benzimidazole-2-thione). The yield is 41.5%. Reaction SMILES: [F:1][C:2]1[CH:7]=[CH:6][C:5]([CH2:8][N:9]2[C:13]3[CH:14]=[CH:15][CH:16]=[CH:17][C:12]=3[N:11]=[C:10]2[CH2:18][CH:19]2[CH2:24][CH2:23][N:22]([CH2:25][CH2:26][NH:27][C:28]3[C:29]([NH2:34])=[CH:30][CH:31]=[CH:32][CH:33]=3)[CH2:21][CH2:20]2)=[CH:4][CH:3]=1.[C:35](N1C=CN=C1)(N1C=CN=C1)=[S:36]>O1CCCC1>[F:1][C:2]1[CH:7]=[CH:6][C:5]([CH2:8][N:9]2[C:13]3[CH:14]=[CH:15][CH:16]=[CH:17][C:12]=3[N:11]=[C:10]2[CH2:18][CH:19]2[CH2:24][CH2:23][N:22]([CH2:25][CH2:26][N:27]3[C:28]4[CH:33]=[CH:32][CH:31]=[CH:30][C:29]=4[NH:34][C:35]3=[S:36])[CH2:21][CH2:20]2)=[CH:4][CH:3]=1. Procedure: A mixture of 6 parts of N1 -[2-[4-[[1-[(4-fluorophenyl)methyl]-1H-benzimidazol-2-yl]methyl]-1-piperidinyl]ethyl]-1,2-benzenediamine, 2.7 parts of 1,1'-thiocarbonylbis[1H-imidazole] and 90 parts of tetrahydrofuran was stirred and refluxed for 1 hour. The reaction mixture was evaporated. The residue was purified by column chromatography over silica gel using a mixture of trichloromethane and methanol (95:5 by volume) as eluent. The pure fractions were collected and the eluent was evaporated. The o... Reactants: NC1=C(C=CC=C1)C=1NC2=CC=CC=C2C1 (2-(2-aminophenyl)indole), N1CCC(CC1)=O (4-piperidone), O.Cl (H2O.HCl), resultant mixture, [NH4+].[OH-] (NH4OH). Run in C(C)O (ethanol), C(C)(=O)O (acetic acid). Yields the product N1CCC2(CC1)NC1=CC=CCC1=C1C2=C2C=CC=CC2=N1 (5,6-Dihydrospiro[1H-indolo[3,2-c]quinoline-6,4'-piperidine]). Yield: 53.6%. As a reaction SMILES: [NH2:1][C:2]1[CH:7]=[CH:6][CH:5]=[CH:4][C:3]=1[C:8]1[NH:9][C:10]2[C:15]([CH:16]=1)=[CH:14][CH:13]=[CH:12][CH:11]=2.[NH:17]1[CH2:22][CH2:21][C:20](=O)[CH2:19][CH2:18]1.O.Cl.[NH4+].[OH-]>C(O)C.C(O)(=O)C>[NH:17]1[CH2:22][CH2:21][C:20]2([C:16]3=[C:15]4[C:10](=[N:9][C:8]3=[C:3]3[C:2](=[CH:7][CH:6]=[CH:5][CH2:4]3)[NH:1]2)[CH:11]=[CH:12][CH:13]=[CH:14]4)[CH2:19][CH2:18]1 |f:2.3,4.5|. Reported procedure: To a mixture prepared from 8 g of 2-(2-aminophenyl)indole, 2.5 ml of acetic acid and 100 ml of ethanol was added 6.5 g of 4-piperidone.H2O.HCl. The mixture was refluxed for 6 hours and thereafter cooled to room temperature. The resultant mixture was treated with dilute NH4OH and the resultant solid was collected, washed with water and dried. The crude product (9.15 g) was flash chromatographed using CH3OH as an eluent, and thereafter converted to the HCl salt. This salt was converted back to the... Starting materials: O=C([O-])[O-], CC(C)c1nc2ccccc2[nH]1, Cn1c(CN2CCN(C3CCOCC3)CC2)nc2c(N3CCOCC3)nc(Cl)nc21, [Cs+], [Cs+], CN(C)C=O, O=C(C=Cc1ccccc1)C=Cc1ccccc1, O=C(C=Cc1ccccc1)C=Cc1ccccc1, O=C(C=Cc1ccccc1)C=Cc1ccccc1, [Pd], [Pd]. Product: CC(C)c1nc2ccccc2n1-c1nc(N2CCOCC2)c2nc(CN3CCN(C4CCOCC4)CC3)n(C)c2n1. Reaction SMILES: [C:43](=[O:44])([O-:45])[O-:46].[CH:31]([CH3:32])([CH3:33])[c:34]1[n:35][c:36]2[c:37]([nH:38]1)[cH:39][cH:40][cH:41][cH:42]2.[Cl:1][c:2]1[n:3][c:4]([N:25]2[CH2:26][CH2:27][O:28][CH2:29][CH2:30]2)[c:5]2[n:6][c:7]([CH2:12][N:13]3[CH2:14][CH2:15][N:16]([CH:19]4[CH2:20][CH2:21][O:22][CH2:23][CH2:24]4)[CH2:17][CH2:18]3)[n:8]([CH3:11])[c:9]2[n:10]1.[Cs+:47].[Cs+:48].[O:49]=[CH:50][N:51]([CH3:52])[CH3:53].[O:56]=[C:57]([CH:58]=[CH:59][c:60]1[cH:61][cH:62][cH:63][cH:64][cH:65]1)[CH:66]=[CH:67][c:68]1[cH:69][cH:70][cH:71][cH:72][cH:73]1.[O:74]=[C:75]([CH:76]=[CH:77][c:78]1[cH:79][cH:80][cH:81][cH:82][cH:83]1)[CH:84]=[CH:85][c:86]1[cH:87][cH:88][cH:89][cH:90][cH:91]1.[O:92]=[C:93]([CH:94]=[CH:95][c:96]1[cH:97][cH:98][cH:99][cH:100][cH:101]1)[CH:102]=[CH:103][c:104]1[cH:105][cH:106][cH:107][cH:108][cH:109]1.[Pd:54].[Pd:55]>>[c:2]1(-[n:35]2[c:34]([CH:31]([CH3:32])[CH3:33])[n:38][c:37]3[c:36]2[cH:42][cH:41][cH:40][cH:39]3)[n:3][c:4]([N:25]2[CH2:26][CH2:27][O:28][CH2:29][CH2:30]2)[c:5]2[n:6][c:7]([CH2:12][N:13]3[CH2:14][CH2:15][N:16]([CH:19]4[CH2:20][CH2:21][O:22][CH2:23][CH2:24]4)[CH2:17][CH2:18]3)[n:8]([CH3:11])[c:9]2[n:10]1.